This data is from the Open Reaction Database (ORD), a public repository of structured organic reaction records. The task is: describe an organic reaction: reactants, conditions, products, and yield As a reaction SMILES: C(OC(=O)[NH:7][C:8]1[CH:13]=[CH:12][C:11]([C:14]2C=C[CH:17]=[CH:16][C:15]=2F)=[CH:10][C:9]=1[NH:21][C:22](=[O:37])[CH2:23][C:24](=O)[C:25]1[CH:30]=[CH:29][CH:28]=[C:27]([N:31]2[CH:35]=[CH:34][N:33]=[N:32]2)[CH:26]=1)(C)(C)C.[C:39](O)([C:41]([F:44])(F)F)=O>C(Cl)Cl>[F:44][C:41]1[CH:39]=[CH:17][CH:16]=[CH:15][C:14]=1[C:11]1[CH:12]=[CH:13][C:8]2[N:7]=[C:24]([C:25]3[CH:30]=[CH:29][CH:28]=[C:27]([N:31]4[CH:35]=[CH:34][N:33]=[N:32]4)[CH:26]=3)[CH2:23][C:22](=[O:37])[NH:21][C:9]=2[CH:10]=1. Procedure details: Prepared from {2′-fluoro-3-[3-oxo-3-(3-[1,2,3]triazol-1-yl-phenyl)-propionylamino]-biphenyl-4-yl}-carbamic acid tert.-butyl ester (Example K77) by treatment with TFA in CH2Cl2 according to the general procedure M. Obtained as a light yellow solid (100 mg). The product is FC1=C(C=CC=C1)C=1C=CC2=C(NC(CC(=N2)C2=CC(=CC=C2)N2N=NC=C2)=O)C1 (8-(2-Fluoro-phenyl)-4-(3-[1,2,3]triazol-1-yl-phenyl)-1,3-dihydro-benzo[b][1,4]diazepin-2-one). Run in C(Cl)Cl (CH2Cl2). Reactants: C(C)(C)(C)OC(NC1=C(C=C(C=C1)C1=C(C=CC=C1)F)NC(CC(C1=CC(=CC=C1)N1N=NC=C1)=O)=O)=O ({2′-fluoro-3-[3-oxo-3-(3-[1,2,3]triazol-1-yl-phenyl)-propionylamino]-biphenyl-4-yl}-carbamic acid tert.-butyl ester), C(=O)(C(F)(F)F)O (TFA). Starting materials: C1CCOC1, Cl, [Li+], [OH-], O, O, CCOC(=O)COc1ccc(C#Cc2cccc(O)c2)cc1. Product: O=C(O)COc1ccc(C#Cc2cccc(O)c2)cc1. As a reaction SMILES: [CH2:27]1[O:28][CH2:29][CH2:30][CH2:31]1.[ClH:26].[Li+:24].[OH-:23].[OH2:25].[OH2:32].[OH:1][c:2]1[cH:3][c:4]([C:8]#[C:9][c:10]2[cH:11][cH:12][c:13]([O:14][CH2:15][C:16](=[O:17])[O:18][CH2:19][CH3:20])[cH:21][cH:22]2)[cH:5][cH:6][cH:7]1>>[OH:1][c:2]1[cH:3][c:4]([C:8]#[C:9][c:10]2[cH:11][cH:12][c:13]([O:14][CH2:15][C:16](=[O:17])[OH:18])[cH:21][cH:22]2)[cH:5][cH:6][cH:7]1. Reactants: O=C=NC1CC(CN=C=O)(CC(C1)(C)C)C (isophorone diisocyanate), COC1=CC=C(O)C=C1 (hydroquinone monomethyl ether), C(C=C)(=O)OCC(CO)(COCC(CO)(CO)CO)CO (dipentaerythritol acrylate), C(CCCCCCCCCCC)(=O)[O-].C(CCCCCCCCCCC)(=O)[O-].C(CCC)[Sn+2]CCCC (dibutyltin dilaurate). Run at time 6 hour. Product: C(C=C)(=O)O.NC(=O)OCC (urethane acrylate), O=C=NC1CC(CN=C=O)(CC(C1)(C)C)C (isophorone diisocyanate), C(C=C)(=O)OCC(CO)(COCC(CO)(CO)CO)CO (dipentaerythritol acrylate). As a reaction SMILES: [C:1]([O:5][CH2:6][C:7]([CH2:20][OH:21])([CH2:10][O:11][CH2:12][C:13]([CH2:18][OH:19])([CH2:16][OH:17])[CH2:14][OH:15])[CH2:8][OH:9])(=[O:4])[CH:2]=[CH2:3].[O:22]=[C:23]=[N:24][CH:25]1[CH2:34][C:33]([CH3:36])([CH3:35])[CH2:32][C:27]([CH3:37])([CH2:28][N:29]=[C:30]=[O:31])[CH2:26]1.COC1C=CC(O)=CC=1.C([O-])(=O)CCCCCCCCCCC.C([O-])(=O)CCCCCCCCCCC.C([Sn+2]CCCC)CCC>>[C:1]([OH:5])(=[O:4])[CH:2]=[CH2:3].[NH2:24][C:1]([O:5][CH2:6][CH3:7])=[O:4].[O:22]=[C:23]=[N:24][CH:25]1[CH2:34][C:33]([CH3:36])([CH3:35])[CH2:32][C:27]([CH3:37])([CH2:28][N:29]=[C:30]=[O:31])[CH2:26]1.[C:1]([O:5][CH2:6][C:7]([CH2:20][OH:21])([CH2:10][O:11][CH2:12][C:13]([CH2:18][OH:19])([CH2:16][OH:17])[CH2:14][OH:15])[CH2:8][OH:9])(=[O:4])[CH:2]=[CH2:3] |f:3.4.5,6.7|. Reported procedure: Into a 3-liter separable flask were put 2248 parts (2 mol) of dipentaerythritol acrylate (manufactured by Nippon Kayaku, trade name: KAYARAD DPHA), 222 parts (1 mol) of isophorone diisocyanate and 0.49 parts of hydroquinone monomethyl ether. With stirring, air was introduced into the liquid through a glass tube, and the liquid temperature was made to be 70° C. Thereto was added 0.49 parts of dibutyltin dilaurate and while the reaction temperature was adjusted to be between 70 and 80° C., reactio... Starting materials: [Al+3], C1CCOC1, Cc1cccc(-c2[nH]c(Cc3ccc(F)c(C#N)c3)nc2-c2ccc3ncccc3c2)n1, [H-], [H-], [H-], [H-], [Li+]. Yields the product Cc1cccc(-c2[nH]c(Cc3ccc(F)c(CN)c3)nc2-c2ccc3ncccc3c2)n1. Reaction SMILES: [Al+3:34].[CH2:39]1[O:40][CH2:41][CH2:42][CH2:43]1.[F:1][c:2]1[c:3]([C:4]#[N:5])[cH:6][c:7]([CH2:10][c:11]2[nH:12][c:13](-[c:26]3[n:27][c:28]([CH3:32])[cH:29][cH:30][cH:31]3)[c:14](-[c:16]3[cH:17][c:18]4[cH:19][cH:20][cH:21][n:22][c:23]4[cH:24][cH:25]3)[n:15]2)[cH:8][cH:9]1.[H-:33].[H-:36].[H-:37].[H-:38].[Li+:35]>>[F:1][c:2]1[c:3]([CH2:4][NH2:5])[cH:6][c:7]([CH2:10][c:11]2[nH:12][c:13](-[c:26]3[n:27][c:28]([CH3:32])[cH:29][cH:30][cH:31]3)[c:14](-[c:16]3[cH:17][c:18]4[cH:19][cH:20][cH:21][n:22][c:23]4[cH:24][cH:25]3)[n:15]2)[cH:8][cH:9]1. Reactants: solid, intermediate E, BrC=1C=CC=2N(C1)C(=CN2)I (6-bromo-3-iodoimidazo[1,2-a]pyridine), C1(=CC=CC=C1)B(O)O (phenylboronic acid). Product: BrC=1C=CC=2N(C1)C(=CN2)C2=CC=CC=C2 (6-Bromo-3-phenyl-imidazo [1,2-a]pyridine). Reaction SMILES: [Br:1][C:2]1[CH:3]=[CH:4][C:5]2[N:6]([C:8](I)=[CH:9][N:10]=2)[CH:7]=1.[C:12]1(B(O)O)[CH:17]=[CH:16][CH:15]=[CH:14][CH:13]=1>>[Br:1][C:2]1[CH:3]=[CH:4][C:5]2[N:6]([C:8]([C:12]3[CH:17]=[CH:16][CH:15]=[CH:14][CH:13]=3)=[CH:9][N:10]=2)[CH:7]=1. Procedure details: The title compound, off-white solid (0.4 g, 68%), MS (ISP) m/z=273.4 [(M+H)+], mp 77° C., was prepared in accordance with the general method of intermediate E from commercially available 6-bromo-3-iodoimidazo[1,2-a]pyridine (0.7 g, 2.17 mmol) and commercially available phenylboronic acid (0.29 g, 2.38 mmol). Starting materials: C(C)OC(CCC1=NN(C(=C1)C1=CC=C(C=C1)C)C1=CC=C(C=C1)S(N)(=O)=O)=O (3-[1-(4-Sulfamoyl-phenyl)-5-p-tolyl-1H-pyrazol-3-yl]-propionic acid ethyl ester), [H-].[H-].[H-].[H-].[Li+].[Al+3] (LiAlH4), O (water). Run in C1CCOC1 (THF). Reaction conditions: time 6 hour. Yields the product OCCCC1=NN(C(=C1)C1=CC=C(C=C1)C)C1=CC=C(C=C1)S(=O)(=O)N (4-[3-(3-Hydroxy-propyl)-5-p-tolyl-pyrazol-1-yl]-benzenesulfonamide). Yield: 79.8%. RXN SMILES: C([O:3][C:4](=O)[CH2:5][CH2:6][C:7]1[CH:11]=[C:10]([C:12]2[CH:17]=[CH:16][C:15]([CH3:18])=[CH:14][CH:13]=2)[N:9]([C:19]2[CH:24]=[CH:23][C:22]([S:25](=[O:28])(=[O:27])[NH2:26])=[CH:21][CH:20]=2)[N:8]=1)C.[H-].[H-].[H-].[H-].[Li+].[Al+3].O>C1COCC1>[OH:3][CH2:4][CH2:5][CH2:6][C:7]1[CH:11]=[C:10]([C:12]2[CH:13]=[CH:14][C:15]([CH3:18])=[CH:16][CH:17]=2)[N:9]([C:19]2[CH:24]=[CH:23][C:22]([S:25]([NH2:26])(=[O:28])=[O:27])=[CH:21][CH:20]=2)[N:8]=1 |f:1.2.3.4.5.6|. Procedure: To a solution of ester 17c (0.11 g, 0.27 mmol) in 5 mL of THF was added LiAlH4 (32 mg, 0.85 mmol). The reaction mixture was stirred for 6 hours at room temperature. EtOAC (10 mL) and water (5 mL) were added successively. The solvent was removed in vacuo and the resulting solid was filtered. The crude product was purified by column chromatography (EtOAc/Hexanes in adequate proportions) to give the titled compound (80 mg, 81%) as a white solid. mp 123.4-125.6° C. 1H NMR (300 MHz, DMSO-d6): δ 7.79 ... Starting materials: CC(=O)O, CCO, COc1cc(C=O)c([N+](=O)[O-])cc1OC, NC1CCCCC1. Yields the product COc1cc(C=NC2CCCCC2)c([N+](=O)[O-])cc1OC. Reaction SMILES: [CH3:23][C:24](=[O:25])[OH:26].[CH3:27][CH2:28][OH:29].[N+:1](=[O:2])([O-:3])[c:4]1[cH:5][c:6]([O:14][CH3:15])[c:7]([O:12][CH3:13])[cH:8][c:9]1[CH:10]=[O:11].[NH2:16][CH:17]1[CH2:18][CH2:19][CH2:20][CH2:21][CH2:22]1>>[N+:1](=[O:2])([O-:3])[c:4]1[cH:5][c:6]([O:14][CH3:15])[c:7]([O:12][CH3:13])[cH:8][c:9]1[CH:10]=[N:16][CH:17]1[CH2:18][CH2:19][CH2:20][CH2:21][CH2:22]1. Starting materials: ClC1=C(OC[C@H]2NCCC2)C=C(C=C1)[N+](=O)[O-] ((S)-2-(2-chloro-5-nitro-phenoxymethyl)-pyrrolidine), C=O (formaldehyde), CC(=O)O (HOAc), [BH3-]C#N.[Na+] (NaCNBH3). Solvent: CC#N (CH3CN). Run at time 1 hour. Yields the product ClC1=C(OC[C@H]2N(CCC2)C)C=C(C=C1)[N+](=O)[O-] ((S)-2-(2-Chloro-5-nitro-phenoxymethyl)-1-methylpyrrolidine). RXN SMILES: [Cl:1][C:2]1[CH:14]=[CH:13][C:12]([N+:15]([O-:17])=[O:16])=[CH:11][C:3]=1[O:4][CH2:5][C@@H:6]1[CH2:10][CH2:9][CH2:8][NH:7]1.C=O.[BH3-][C:21]#N.[Na+].CC(O)=O>CC#N>[Cl:1][C:2]1[CH:14]=[CH:13][C:12]([N+:15]([O-:17])=[O:16])=[CH:11][C:3]=1[O:4][CH2:5][C@@H:6]1[CH2:10][CH2:9][CH2:8][N:7]1[CH3:21] |f:2.3|. Reported procedure: To (S)-2-(2-chloro-5-nitro-phenoxymethyl)-pyrrolidine (4.82 g, 18.77 mmol) in 167 mL CH3CN at RT was added 37% aqueous formaldehyde (7.58 mL) then NaCNBH3 (1.887 g, 30.03 mmol). The reaction was stirred for 1 h, as the reaction pH was adjusted every 10 min to about 7 by adding small amounts of HOAc. The reaction was concentrated to small aqueous volume and dissolved into 2 N NaOH (aq) and Et2O. The layers were separated, and the organic layer was washed twice with 2 N NaOH then extracted twice w...